This data is from the Open Reaction Database (ORD), a public repository of structured organic reaction records. The task is: describe an organic reaction: reactants, conditions, products, and yield The reactants are OC(CCCC1(OC2=C(C(C1)=O)C=CC(=C2CCC)OCCCOC2=CC=CC=1CCCCC21)CCCC(CO)O)CO (2,3-dihydro-2,2-bis(4,5-dihydroxypentyl)-8-propyl-7-[3-[(5,6,7,8-tetrahydro-1-naphthalenyl)oxy]propoxy]-4H-1-benzopyran-4-one), I(=O)(=O)(=O)[O-].[Na+] (sodium periodate). The solvent is C(C)(C)(C)O (t-butanol), O (water). Run at time 2 hour. Yields the product O=C1CC(OC2=C1C=CC(=C2CCC)OCCCOC2=CC=CC=1CCCCC21)(CCCC=O)CCCC=O (3,4-dihydro-4-oxo-8-propyl-7-[3-[(5,6,7,8-tetrahydro-1-naphthalenyl)oxy]propoxy]-2H-1-benzopyran-2,2-dibutanal). The yield is 60.9%. As a reaction SMILES: [OH:1][CH:2](CO)[CH2:3][CH2:4][CH2:5][C:6]1([CH2:35][CH2:36][CH2:37][CH:38]([OH:41])CO)[CH2:11][C:10](=[O:12])[C:9]2[CH:13]=[CH:14][C:15]([O:20][CH2:21][CH2:22][CH2:23][O:24][C:25]3[C:34]4[CH2:33][CH2:32][CH2:31][CH2:30][C:29]=4[CH:28]=[CH:27][CH:26]=3)=[C:16]([CH2:17][CH2:18][CH3:19])[C:8]=2[O:7]1.I([O-])(=O)(=O)=O.[Na+]>C(O)(C)(C)C.O>[O:12]=[C:10]1[C:9]2[CH:13]=[CH:14][C:15]([O:20][CH2:21][CH2:22][CH2:23][O:24][C:25]3[C:34]4[CH2:33][CH2:32][CH2:31][CH2:30][C:29]=4[CH:28]=[CH:27][CH:26]=3)=[C:16]([CH2:17][CH2:18][CH3:19])[C:8]=2[O:7][C:6]([CH2:35][CH2:36][CH2:37][CH:38]=[O:41])([CH2:5][CH2:4][CH2:3][CH:2]=[O:1])[CH2:11]1 |f:1.2|. Procedure details: To a solution of 200 mg (0.350 mmol) of the title product of Example 71 in 9.8 ml of t-butanol was added with stirring a solution of 300 mg (1.40 mmol) of sodium periodate in 2.2 ml of water. After two hours, the mixture was partitioned between diethyl ether and water. The organic layer was washed with brine, dried over sodium sulfate, filtered, and the solvent removed under reduced pressure. The residue was chromatographed on a silica gel column, using ethyl acetate/hexane as eluent. Crystalliz... Starting materials: O=C(OCC)CC1=NC=CC=C1. Reagents/catalysts: O=C(NC1=CC=C(C=C1)C(F)(F)F)NC=2C=CC=CC2C=3C=NC(=CC3)C4=NC=CC=C4, O1B(OC(C)(C)C1(C)C)B2OC(C)(C)C(O2)(C)C, C[OH2+].C[OH2+].C1CC=CCCC=C1.C1CC=CCCC=C1.[Ir].[Ir]. Run in C=1C=C(C=CC1C)C. Conditions: temperature 25 celsius, time 16 hour. The product is O=C(OCC)CC1=NC=CC(=C1)B2OC(C)(C)C(O2)(C)C, O=C(OCC)CC1=NC=C(C=C1)B2OC(C)(C)C(O2)(C)C. Yield: 40.0%. The reactants are N1(CCNCC1)C(=O)OC(C)(C)C (tert-butyl piperazine-1-carboxylate), BrC=1C=CC(=C(C1)NC(OC(C)(C)C)=O)C (tert-butyl 5-bromo-2-methylphenylcarbamate), Reactant 5, CCOC(=O)C.C(Cl)Cl (EtOAc DCM). The reagents and catalysts are C(C)(=O)O[Pd]OC(C)=O (diacetoxypalladium), C1(CCCCC1)P(C1=C(C=CC=C1)C1=C(C=C(C=C1C(C)C)C(C)C)C(C)C)C1CCCCC1 (dicyclohexyl(2′,4′,6′-triisopropylbiphenyl-2-yl)phosphine). Solvent: C1(=CC=CC=C1)C (Toluene). Reaction conditions: temperature 105 celsius. The product is C(C)(C)(C)OC(=O)NC=1C=C(C=CC1C)N1CCN(CC1)C(=O)OC(C)(C)C (tert-butyl 4-(3-(tert-butoxycarbonylamino)-4-methylphenyl)piperazine-1-carboxylate). Isolated yield 65.3%. As a reaction SMILES: [N:1]1([C:7]([O:9][C:10]([CH3:13])([CH3:12])[CH3:11])=[O:8])[CH2:6][CH2:5][NH:4][CH2:3][CH2:2]1.Br[C:15]1[CH:16]=[CH:17][C:18]([CH3:29])=[C:19]([NH:21][C:22](=[O:28])[O:23][C:24]([CH3:27])([CH3:26])[CH3:25])[CH:20]=1.CCOC(C)=O.C(Cl)Cl>C1(C)C=CC=CC=1.C(O[Pd]OC(=O)C)(=O)C.C1(P(C2CCCCC2)C2C=CC=CC=2C2C(C(C)C)=CC(C(C)C)=CC=2C(C)C)CCCCC1>[C:24]([O:23][C:22]([NH:21][C:19]1[CH:20]=[C:15]([N:4]2[CH2:5][CH2:6][N:1]([C:7]([O:9][C:10]([CH3:13])([CH3:12])[CH3:11])=[O:8])[CH2:2][CH2:3]2)[CH:16]=[CH:17][C:18]=1[CH3:29])=[O:28])([CH3:27])([CH3:26])[CH3:25] |f:2.3|. Procedure: A mixture of tert-butyl piperazine-1-carboxylate (5.47 g, 29.4 mmol), tert-butyl 5-bromo-2-methylphenylcarbamate (2.8 g, 9.78 mmol), dicyclohexyl(2′,4′,6′-triisopropylbiphenyl-2-yl)phosphine (0.233 g, 0.489 mmol), diacetoxypalladium (0.066 g, 0.294 mmol), and Reactant 5 (9.56 g, 29.4 mmol) (Cs2CO3) in Toluene (45 mL) was heated at 100-110° C. for 2 days. After the solvent was removed, the residue was dissolved in ethyl acetate and washed with water. After the EtOAc was removed, the residue was p... Starting materials: CN1CCC(CC1)=O (1-methyl-4-piperidone), C(C)(=O)O (acetic acid), C(C)(=O)O[BH-](OC(C)=O)OC(C)=O.[Na+] (sodium triacetoxyborohydride), C(#N)C1=CC=C(C(=O)Cl)C=C1 (4-cyanobenzoyl chloride), [NH4+].[Cl-] (NH4Cl), NC1=NC(=CC=C1)N (2,6-diaminopyridine), [OH-].[Na+] (NaOH), NC1=CC=CC(=N1)NC(C1=CC=C(C=C1)C#N)=O (N-(6-amino-pyridin-2-yl)-4-cyano-benzamide). The solvent is O (water), O1CCOCC1 (dioxane), C1CCOC1 (THF). Conditions: time 2 hour. Yields the product Cl.C(#N)C1=CC=C(C(=O)NC2=NC(=CC=C2)NC2CCN(CC2)C)C=C1 (4-Cyano-N-(6-(1-methylpiperidin-4-ylamino)pyridin-2-yl)benzamide hydrochloride). As a reaction SMILES: C(C1C=CC(C([Cl:9])=O)=CC=1)#N.NC1C=CC=C(N)N=1.[OH-].[Na+].[NH2:22][C:23]1[N:28]=[C:27]([NH:29][C:30](=[O:39])[C:31]2[CH:36]=[CH:35][C:34]([C:37]#[N:38])=[CH:33][CH:32]=2)[CH:26]=[CH:25][CH:24]=1.[CH3:40][N:41]1[CH2:46][CH2:45][C:44](=O)[CH2:43][CH2:42]1.C(O)(=O)C.C(O[BH-](OC(=O)C)OC(=O)C)(=O)C.[Na+].[NH4+].[Cl-]>C1COCC1.O.O1CCOCC1>[ClH:9].[C:37]([C:34]1[CH:35]=[CH:36][C:31]([C:30]([NH:29][C:27]2[CH:26]=[CH:25][CH:24]=[C:23]([NH:22][CH:44]3[CH2:45][CH2:46][N:41]([CH3:40])[CH2:42][CH2:43]3)[N:28]=2)=[O:39])=[CH:32][CH:33]=1)#[N:38] |f:2.3,7.8,9.10,14.15|. Procedure details: Combine 4-cyanobenzoyl chloride (300 μL, 1.80 mmol), 2,6-diaminopyridine (600 mg, 5.5 mmol, and dioxane (10 mL); stir at room temperature for 2 hr. Pour into water and adjust to pH>12 by the addition of 5N NaOH. Extract with CH2Cl2 twice, combine organics, dry over MgSO4, and concentrate. Chromatograph (silica gel, eluting with 0–10% methanol/CH2Cl2). Dissolve the purified intermediate N-(6-amino-pyridin-2-yl)-4-cyano-benzamide (202 mg, 0.84 mmol, 47%) in THF (10 mL). Add to this 1-methyl-4-pipe... Reactants: [Br-], Br, Nc1ccc(F)cc1[N+](=O)[O-], O=N[O-], [Na+], O. RXN SMILES: [Br-:16].[BrH:18].[N+:5](=[O:6])([O-:7])[c:8]1[c:9]([NH2:10])[cH:11][cH:12][c:13]([F:15])[cH:14]1.[N:1]([O-:2])=[O:3].[Na+:4].[OH2:17]>>[N+:5](=[O:6])([O-:7])[c:8]1[c:9]([Br:16])[cH:11][cH:12][c:13]([F:15])[cH:14]1. Product: O=[N+]([O-])c1cc(F)ccc1Br. Starting materials: ClCCl, COc1cnn(C)c(=O)c1, [Na+], [Na+], O=C([O-])[O-], O, O=P(Cl)(Cl)Cl. RXN SMILES: [CH2:23]([Cl:24])[Cl:25].[CH3:1][O:2][c:3]1[cH:4][c:5](=[O:10])[n:6]([CH3:9])[n:7][cH:8]1.[Na+:16].[Na+:17].[O-:18][C:19](=[O:20])[O-:21].[OH2:22].[P:11]([Cl:12])([Cl:13])([Cl:14])=[O:15]>>[c:3]1([Cl:13])[cH:4][c:5](=[O:10])[n:6]([CH3:9])[n:7][cH:8]1. Product: Cn1ncc(Cl)cc1=O. Reactants: Br, CC(=O)O, O=C(c1c(-c2ccc(N(Cc3ccccc3)Cc3ccccc3)nc2)nc(-c2ccc(OC(F)(F)F)cc2)n1C1CC1)N1CCC(N2CCCC2)CC1. Yields the product Nc1ccc(-c2nc(-c3ccc(OC(F)(F)F)cc3)n(C3CC3)c2C(=O)N2CCC(N3CCCC3)CC2)cn1. As a reaction SMILES: [BrH:54].[CH3:55][C:56](=[O:57])[OH:58].[CH:1]1([n:4]2[c:5](-[c:43]3[cH:44][cH:45][c:46]([O:49][C:50]([F:51])([F:52])[F:53])[cH:47][cH:48]3)[n:6][c:7](-[c:22]3[cH:23][n:24][c:25]([N:28]([CH2:29][c:30]4[cH:31][cH:32][cH:33][cH:34][cH:35]4)[CH2:36][c:37]4[cH:38][cH:39][cH:40][cH:41][cH:42]4)[cH:26][cH:27]3)[c:8]2[C:9](=[O:10])[N:11]2[CH2:12][CH2:13][CH:14]([N:17]3[CH2:18][CH2:19][CH2:20][CH2:21]3)[CH2:15][CH2:16]2)[CH2:2][CH2:3]1>>[CH:1]1([n:4]2[c:5](-[c:43]3[cH:44][cH:45][c:46]([O:49][C:50]([F:51])([F:52])[F:53])[cH:47][cH:48]3)[n:6][c:7](-[c:22]3[cH:23][n:24][c:25]([NH2:28])[cH:26][cH:27]3)[c:8]2[C:9](=[O:10])[N:11]2[CH2:12][CH2:13][CH:14]([N:17]3[CH2:18][CH2:19][CH2:20][CH2:21]3)[CH2:15][CH2:16]2)[CH2:2][CH2:3]1.